Task: describe an organic reaction: reactants, conditions, products, and yield. Dataset: the Open Reaction Database (ORD), a public repository of structured organic reaction records Reactants: C(Cl)Cl (methylene chloride), OC1C(C2C=3C=C4C=CC=CC4=CC3C1C1=CC3=CC=CC=C3C=C21)O (6,13-dihydro-15,16-dihydroxy-6,13-ethanopentacene), resultant solution, FC(C(=O)O)(F)F (trifluoroacetic acid), resultant solution, Cl (hydrochloric acid). The solvent is CS(=O)C (dimethylsulfoxide), CS(=O)C (dimethyl sulfoxide), C(C)N(CC)CC (triethylamine). Reaction conditions: temperature -60 celsius, time 1.5 hour. Yields the product C1=CC=CC2=CC=3C4C5=CC6=CC=CC=C6C=C5C(C3C=C12)C(C4=O)=O (6,13-dihydro-6,13-ethanopentacene-15,16-dione). Yield: 49.8%. Reaction SMILES: C(Cl)Cl.FC(F)(F)C(O)=O.[OH:11][CH:12]1[CH:25]2[C:26]3[C:35]([CH:14]([C:15]4[CH:16]=[C:17]5[C:22](=[CH:23][C:24]=42)[CH:21]=[CH:20][CH:19]=[CH:18]5)[CH:13]1[OH:36])=[CH:34][C:33]1[C:28](=[CH:29][CH:30]=[CH:31][CH:32]=1)[CH:27]=3.Cl>CS(C)=O.C(N(CC)CC)C>[CH:29]1[C:28]2[C:33](=[CH:34][C:35]3[CH:14]4[C:13](=[O:36])[C:12](=[O:11])[CH:25]([C:26]=3[CH:27]=2)[C:24]2[C:15]4=[CH:16][C:17]3[C:22]([CH:23]=2)=[CH:21][CH:20]=[CH:19][CH:18]=3)[CH:32]=[CH:31][CH:30]=1. Procedure: A reaction vessel was purged with nitrogen, and then charged with dimethylsulfoxide (8.6 ml, 93.5 mmol) and methylene chloride (48 ml). Once the reaction vessel was cooled to −60° C., the mixture was added with anhydrous trifluoroacetic acid (11.7 ml, 84.3 mmol), and the resultant solution was stirred for 10 minutes. After stirring, a solution of the 6,13-dihydro-15,16-dihydroxy-6,13-ethanopentacene (0.96 g, 2.7 mmol) obtained in Step 2 dissolved in dimethyl sulfoxide (4 ml) was slowly added dro... Starting materials: CN1C(=CC2=CC=CC=C12)C(=O)Cl (1-methyl-1H-indole-2-carbonyl chloride), NC1=NC=C(C2=C1C(=CS2)C2=CC(=C(C=C2)N)OC)NC(CCN2CCC(CC2)O)=O (N-[4-Amino-3-(4-amino-3-methoxyphenyl)-thieno[3,2-c]pyridin-7-yl]-3-(4-hydroxy-piperidin-1-yl)propionamide). Yields the product NC1=NC=C(C2=C1C(=CS2)C2=CC(=C(C=C2)NC(=O)C=2N(C1=CC=CC=C1C2)C)OC)NC(CCN2CCC(CC2)O)=O (N-[4-(4-amino-7-{[3-(4-hydroxypiperidin-1-yl)propanoyl]amino}thieno[3,2-c]pyridin-3-yl)-2-methoxyphenyl]-1-methyl-1H-indole-2-carboxamide). Reaction SMILES: [CH3:1][N:2]1[C:10]2[C:5](=[CH:6][CH:7]=[CH:8][CH:9]=2)[CH:4]=[C:3]1[C:11](Cl)=[O:12].[NH2:14][C:15]1[C:20]2[C:21]([C:24]3[CH:29]=[CH:28][C:27]([NH2:30])=[C:26]([O:31][CH3:32])[CH:25]=3)=[CH:22][S:23][C:19]=2[C:18]([NH:33][C:34](=[O:44])[CH2:35][CH2:36][N:37]2[CH2:42][CH2:41][CH:40]([OH:43])[CH2:39][CH2:38]2)=[CH:17][N:16]=1>>[NH2:14][C:15]1[C:20]2[C:21]([C:24]3[CH:29]=[CH:28][C:27]([NH:30][C:11]([C:3]4[N:2]([CH3:1])[C:10]5[C:5]([CH:4]=4)=[CH:6][CH:7]=[CH:8][CH:9]=5)=[O:12])=[C:26]([O:31][CH3:32])[CH:25]=3)=[CH:22][S:23][C:19]=2[C:18]([NH:33][C:34](=[O:44])[CH2:35][CH2:36][N:37]2[CH2:38][CH2:39][CH:40]([OH:43])[CH2:41][CH2:42]2)=[CH:17][N:16]=1. Procedure details: The title compound was prepared using 1-methyl-1H-indole-2-carbonyl chloride, N-[4-Amino-3-(4-amino-3-methoxyphenyl)-thieno[3,2-c]pyridin-7-yl]-3-(4-hydroxy-piperidin-1-yl)propionamide, and the procedure described in General Procedure F. m/z (M+H)+ 599.4. Starting materials: CCOC(C)=O, CC(C)(C)c1nc(CCl)n(-c2c(Cl)cc(Cl)cc2Cl)n1, [H-], [Na+], C=CCO. The product is C=CCOCc1nc(C(C)(C)C)nn1-c1c(Cl)cc(Cl)cc1Cl. As a reaction SMILES: [CH3:27][CH2:28][O:29][C:30](=[O:31])[CH3:32].[Cl:7][CH2:8][c:9]1[n:10][c:11]([C:23]([CH3:24])([CH3:25])[CH3:26])[n:12][n:13]1-[c:14]1[c:15]([Cl:22])[cH:16][c:17]([Cl:21])[cH:18][c:19]1[Cl:20].[H-:5].[Na+:6].[OH:1][CH2:2][CH:3]=[CH2:4]>>[O:1]([CH2:2][CH:3]=[CH2:4])[CH2:8][c:9]1[n:10][c:11]([C:23]([CH3:24])([CH3:25])[CH3:26])[n:12][n:13]1-[c:14]1[c:15]([Cl:22])[cH:16][c:17]([Cl:21])[cH:18][c:19]1[Cl:20]. Starting materials: C[Si](C)(C)CCOCOc1ccc(-c2c(CBr)c3ccc(OCOCC[Si](C)(C)C)cc3oc2=O)c(OCOCC[Si](C)(C)C)c1, CCOC(C)=O, Cl. As a reaction SMILES: [CH3:2][Si:3]([CH2:4][CH2:5][O:6][CH2:7][O:8][c:9]1[c:10](-[c:24]2[c:25](=[O:45])[o:26][c:27]3[cH:28][c:29]([O:36][CH2:37][O:38][CH2:39][CH2:40][Si:41]([CH3:42])([CH3:43])[CH3:44])[cH:30][cH:31][c:32]3[c:33]2[CH2:34][Br:35])[cH:11][cH:12][c:13]([O:15][CH2:16][O:17][CH2:18][CH2:19][Si:20]([CH3:21])([CH3:22])[CH3:23])[cH:14]1)([CH3:46])[CH3:47].[CH3:48][CH2:49][O:50][C:51]([CH3:52])=[O:53].[ClH:1]>>[CH3:2][Si:3]([CH2:4][CH2:5][O:6][CH2:7][O:8][c:9]1[c:10](-[c:24]2[c:25](=[O:45])[o:26][c:27]3[cH:28][c:29]([O:36][CH2:37][O:38][CH2:39][CH2:40][Si:41]([CH3:42])([CH3:43])[CH3:44])[cH:30][cH:31][c:32]3[c:33]2[CH3:34])[cH:11][cH:12][c:13]([O:15][CH2:16][O:17][CH2:18][CH2:19][Si:20]([CH3:21])([CH3:22])[CH3:23])[cH:14]1)([CH3:46])[CH3:47]. Yields the product Cc1c(-c2ccc(OCOCC[Si](C)(C)C)cc2OCOCC[Si](C)(C)C)c(=O)oc2cc(OCOCC[Si](C)(C)C)ccc12. Reactants: [H-].[Al+3].[Li+].[H-].[H-].[H-] (lithium aluminum hydride), [Cl-].[Al+3].[Cl-].[Cl-] (aluminum chloride), solution, [N+](=O)([O-])C1=CC=CC=2C(C3=CC=CC=C3NC12)=O (4-nitro-9(10H)-acridinone), Cl (hydrochloric acid). Run in O1CCCC1 (tetrahydrofuran), O1CCCC1 (tetrahydrofuran). Run at time 30 minute. The product is [N+](=O)([O-])C1=CC=CC=2CC3=CC=CC=C3NC12 (9,10-Dihydro-4-nitroacridine). The yield is 13.1%. Reaction SMILES: [Cl-].[Al+3].[Cl-].[Cl-].[N+:5]([C:8]1[C:21]2[NH:20][C:19]3[C:14](=[CH:15][CH:16]=[CH:17][CH:18]=3)[C:13](=O)[C:12]=2[CH:11]=[CH:10][CH:9]=1)([O-:7])=[O:6].[H-].[Al+3].[Li+].[H-].[H-].[H-].Cl>O1CCCC1>[N+:5]([C:8]1[C:21]2[NH:20][C:19]3[C:14](=[CH:15][CH:16]=[CH:17][CH:18]=3)[CH2:13][C:12]=2[CH:11]=[CH:10][CH:9]=1)([O-:7])=[O:6] |f:0.1.2.3,5.6.7.8.9.10|. Procedure details: 1.361 g (10 mmol) of aluminum chloride was dissolved in 10 ml of dry tetrahydrofuran. To the solution thus obtained was slowly added 75 ml of a solution of 1.201 g (5 mmol) of 4-nitro-9(10H)-acridinone in dry tetrahydrofuran. After stirring at room temperature for 30 minutes, 759 mg (20 mmol) of lithium aluminum hydride was added thereto in portions. After stirring at room temperature for 30 minutes and then at 55° C. for additional 30 minutes, the reaction mixture was cooled to room temperature...